From a dataset of the Open Reaction Database (ORD), a public repository of structured organic reaction records. describe an organic reaction: reactants, conditions, products, and yield Starting materials: C[Si](CCOCN(C1=CC(=NC=2N1N=CC2I)C2CCC(CC2)CC(=O)OCC)COCC[Si](C)(C)C)(C)C (ethyl 2-(4-(7-(bis((2-(trimethylsilyl)ethoxy)methyl)amino)-3-iodopyrazolo[1,5-a]pyrimidin-5-yl)cyclohexyl)acetate), C[Si](CCOCN(C1=CC(=NC=2N1N=CC2)C2CC(CCC2)CC(=O)OCC)COCC[Si](C)(C)C)(C)C (ethyl 2-(3-(7-(bis((2-(trimethylsilyl)ethoxy)methyl)amino)pyrazolo[1,5-a]pyrimidin-5-yl)cyclohexyl)acetate), C[Si](CCOCN(C1=CC(=NC=2N1N=CC2)C2CCC(CC2)CC(=O)OCC)COCC[Si](C)(C)C)(C)C (ethyl 2-(4-(7-(bis((2-(trimethylsilyl)ethoxy)methyl)amino)pyrazolo[1,5-a]pyrimidin-5-yl)cyclohexyl)acetate). Yields the product C[Si](CCOCN(C1=CC(=NC=2N1N=CC2I)C2CC(CC2)CC#N)COCC[Si](C)(C)C)(C)C (2-(3-(7-(Bis((2-(trimethylsilyl)ethoxy)methyl)amino)-3-iodopyrazolo[1,5-a]pyrimidin-5-yl)cyclopentyl)acetonitrile). As a reaction SMILES: [CH3:1][Si:2]([CH3:39])([CH3:38])[CH2:3][CH2:4][O:5][CH2:6][N:7]([CH2:30][O:31][CH2:32][CH2:33][Si:34]([CH3:37])([CH3:36])[CH3:35])[C:8]1[N:13]2[N:14]=[CH:15][C:16]([I:17])=[C:12]2[N:11]=[C:10]([CH:18]2[CH2:23]C[CH:21]([CH2:24][C:25](OCC)=O)[CH2:20][CH2:19]2)[CH:9]=1.C[Si](C)(C)CCOC[N:46](COCC[Si](C)(C)C)C1N2N=CC=C2N=C(C2CCCC(CC(OCC)=O)C2)C=1.C[Si](C)(C)CCOCN(COCC[Si](C)(C)C)C1N2N=CC=C2N=C(C2CCC(CC(OCC)=O)CC2)C=1>>[CH3:38][Si:2]([CH3:1])([CH3:39])[CH2:3][CH2:4][O:5][CH2:6][N:7]([CH2:30][O:31][CH2:32][CH2:33][Si:34]([CH3:35])([CH3:36])[CH3:37])[C:8]1[N:13]2[N:14]=[CH:15][C:16]([I:17])=[C:12]2[N:11]=[C:10]([CH:18]2[CH2:19][CH2:20][CH:21]([CH2:24][C:25]#[N:46])[CH2:23]2)[CH:9]=1. Procedure details: 2-(3-(7-(Bis((2-(trimethylsilyl)ethoxy)methyl)amino)-3-iodopyrazolo[1,5-a]pyrimidin-5-yl)cyclopentyl)acetonitrile was synthesized in a manner similar to the synthesis of ethyl 2-(4-(7-(bis((2-(trimethylsilyl)ethoxy)methyl)amino)-3-iodopyrazolo[1,5-a]pyrimidin-5-yl)cyclohexyl)acetate, but with ethyl 2-(3-(7-(bis((2-(trimethylsilyl)ethoxy)methyl)amino)pyrazolo[1,5-a]pyrimidin-5-yl)cyclohexyl)acetate substituted for ethyl 2-(4-(7-(bis((2-(trimethylsilyl)ethoxy)methyl)amino)pyrazolo[1,5-a]pyrimidin-... Reactants: C(C)(C)C=1C=CC(=NC1)N (5-isopropyl-pyridin-2-ylamine), N#N (N2), IC (iodomethane), [Li]CCCC (n-BuLi). Run in C1CCOC1 (THF), O (Water). Reaction conditions: temperature 0 celsius, time 0.5 hour. Yields the product C(C)(C)C=1C=CC(=NC1)NC (5-isopropyl-N-methylpyridin-2-amine). Yield: 36.3%. RXN SMILES: [CH:1]([C:4]1[CH:5]=[CH:6][C:7]([NH2:10])=[N:8][CH:9]=1)([CH3:3])[CH3:2].N#N.[Li][CH2:14]CCC.IC>C1COCC1.O>[CH:1]([C:4]1[CH:5]=[CH:6][C:7]([NH:10][CH3:14])=[N:8][CH:9]=1)([CH3:3])[CH3:2]. Reported procedure: A solution of 5-isopropyl-pyridin-2-ylamine (0.5 g, 3.67 mmol) in dry THF was purged with N2 and cooled to −78° C. n-BuLi (1.62 mL, 4.04 mmol) was added dropwise. The reaction was stirred at 0° C. for 0.5 h, and then iodomethane (0.25 mL, 4.04 mmol) was added dropwise. The resulting mixture was stirred overnight while warming to r.t. Water (20 mL) was added, and the mixture was extracted with EtOAc. The organic layer was dried over Na2SO4, concentrated, and purified by silica gel chromatography ... Starting materials: [Si](C1=CC=CC=C1)(C1=CC=CC=C1)(C(C)(C)C)OCC=1C(=C(C2=C(C(=NO2)C(=O)OCC)C1)F)N1C[C@H](O[C@H](C1)C)C (Ethyl 5-((tert-butyldiphenylsilyloxy)methyl)-6-((2R,6S)-2,6-dimethylmorpholino)-7-fluorobenzo[d]isoxazole-3-carboxylate), [Si](C1=CC=CC=C1)(C1=CC=CC=C1)(C(C)(C)C)OCC=1C(=C(C2=C(C(=NO2)C(=O)OCC)C1)F)N1C[C@H](O[C@H](C1)C)C (Ethyl 5-((tert-butyldiphenylsilyloxy)methyl)-6-((2R,6S)-2,6-dimethylmorpholino)-7-fluorobenzo[d]isoxazole-3-carboxylate), [Cl-].[NH4+] (ammonium chloride). Product: [Si](C1=CC=CC=C1)(C1=CC=CC=C1)(C(C)(C)C)OCC=1C(=C(C2=C(C(=NO2)C(=O)N)C1)F)N1C[C@H](O[C@H](C1)C)C (5-((tert-butyldiphenylsilyloxy)methyl)-6-((2R,6S)-2,6-dimethylmorpholino)-7-fluorobenzo[d]isoxazole-3-carboxamide). As a reaction SMILES: [Si:1]([O:18][CH2:19][C:20]1[C:21]([N:35]2[CH2:40][C@H:39]([CH3:41])[O:38][C@H:37]([CH3:42])[CH2:36]2)=[C:22]([F:34])[C:23]2[O:27][N:26]=[C:25]([C:28]([O:30]CC)=O)[C:24]=2[CH:33]=1)([C:14]([CH3:17])([CH3:16])[CH3:15])([C:8]1[CH:13]=[CH:12][CH:11]=[CH:10][CH:9]=1)[C:2]1[CH:7]=[CH:6][CH:5]=[CH:4][CH:3]=1.[Cl-].[NH4+:44]>>[Si:1]([O:18][CH2:19][C:20]1[C:21]([N:35]2[CH2:36][C@H:37]([CH3:42])[O:38][C@H:39]([CH3:41])[CH2:40]2)=[C:22]([F:34])[C:23]2[O:27][N:26]=[C:25]([C:28]([NH2:44])=[O:30])[C:24]=2[CH:33]=1)([C:14]([CH3:15])([CH3:17])[CH3:16])([C:8]1[CH:13]=[CH:12][CH:11]=[CH:10][CH:9]=1)[C:2]1[CH:7]=[CH:6][CH:5]=[CH:4][CH:3]=1 |f:1.2|. Procedure: Starting materials: Ethyl 5-((tert-butyldiphenylsilyloxy)methyl)-6-((2R,6S)-2,6-dimethylmorpholino)-7-fluorobenzo[d]isoxazole-3-carboxylate (Intermediate 204) and ammonium chloride. Starting materials: CNC1=CC=CC=C1 (N-Methylaniline), C(=O)NNC1=CC=C(C=C1)N=C=S (4-(2-formylhydrazino)phenyl isothiocyanate), C(=O)NNC1=CC=C(C=C1)NC(=S)N(CC1=CC=CC=C1)CC1=CC=CC=C1 (1-[4-(2-formylhydrazino)phenyl]-3,3-dibenzylthiourea). Product: C(=O)NNC1=CC=C(C=C1)NC(=S)N(C1=CC=CC=C1)C (1-[4-(2-formylhydrazino)phenyl]-3-methyl-3-phenylthiourea). Reaction SMILES: CNC1C=CC=CC=1.C(NNC1C=CC(N=C=S)=CC=1)=O.[CH:22]([NH:24][NH:25][C:26]1[CH:31]=[CH:30][C:29]([NH:32][C:33]([N:35]([CH2:43][C:44]2[CH:49]=[CH:48][CH:47]=[CH:46]C=2)[CH2:36]C2C=CC=CC=2)=[S:34])=[CH:28][CH:27]=1)=[O:23]>>[CH:22]([NH:24][NH:25][C:26]1[CH:27]=[CH:28][C:29]([NH:32][C:33]([N:35]([CH3:36])[C:43]2[CH:44]=[CH:49][CH:48]=[CH:47][CH:46]=2)=[S:34])=[CH:30][CH:31]=1)=[O:23]. Reported procedure: N-Methylaniline (0.11 g, 0.001 mole) and 4-(2-formylhydrazino)phenyl isothiocyanate (0.19 g, 0.001 mole) were reacted according to the procedure described for NA-11 in Example 3. Yield 0.15 g (50 percent), m.p. 137°-139° C. Starting materials: C1CCC2=NCCCN2CC1, CCN=C=NCCCN(C)C, CCOC(C)=O, CC(C)CCNC(=O)c1ccc(N2CCNCC2)nn1, O=C(O)C(F)(F)F, CC(CC(F)(F)F)C(=O)O, CN(C)C=O. The product is CC(C)CCNC(=O)c1ccc(N2CCN(C(=O)C(C)CC(F)(F)F)CC2)nn1. As a reaction SMILES: [CH2:38]1[CH2:39][CH2:40][C:41]2=[N:46][CH2:45][CH2:44][CH2:43][N:42]2[CH2:47][CH2:48]1.[CH3:49][N:50]([CH3:51])[CH2:52][CH2:53][CH2:54][N:55]=[C:56]=[N:57][CH2:58][CH3:59].[CH3:65][CH2:66][O:67][C:68](=[O:69])[CH3:70].[CH3:8][CH:9]([CH2:10][CH2:11][NH:12][C:13](=[O:14])[c:15]1[n:16][n:17][c:18]([N:21]2[CH2:22][CH2:23][NH:24][CH2:25][CH2:26]2)[cH:19][cH:20]1)[CH3:27].[F:1][C:2]([F:3])([F:4])[C:5]([OH:6])=[O:7].[F:28][C:29]([CH2:30][CH:31]([C:32](=[O:33])[OH:34])[CH3:35])([F:36])[F:37].[O:60]=[CH:61][N:62]([CH3:63])[CH3:64]>>[CH3:8][CH:9]([CH2:10][CH2:11][NH:12][C:13](=[O:14])[c:15]1[n:16][n:17][c:18]([N:21]2[CH2:22][CH2:23][N:24]([C:32]([CH:31]([CH2:30][C:29]([F:28])([F:36])[F:37])[CH3:35])=[O:33])[CH2:25][CH2:26]2)[cH:19][cH:20]1)[CH3:27].